This data is from the Open Reaction Database (ORD), a public repository of structured organic reaction records. The task is: describe an organic reaction: reactants, conditions, products, and yield The reactants are Cl, COCCI, [K+], [K+], O=C1CCNCC1, O=C([O-])[O-], C1CCOC1, O. RXN SMILES: [ClH:1].[I:9][CH2:10][CH2:11][O:12][CH3:13].[K+:14].[K+:15].[NH:2]1[CH2:3][CH2:4][C:5](=[O:8])[CH2:6][CH2:7]1.[O-:16][C:17]([O-:18])=[O:19].[O:20]1[CH2:21][CH2:22][CH2:23][CH2:24]1.[OH2:25]>>[N:2]1([CH2:10][CH2:11][O:12][CH3:13])[CH2:3][CH2:4][C:5](=[O:8])[CH2:6][CH2:7]1. The product is COCCN1CCC(=O)CC1. The reactants are N1C=CC2=CC(=CC=C12)OC1=NC=NC2=CC(=C(C=C12)OC)OC[C@@H]1OC1 ((2R)-4-(indol-5-yloxy)-6-methoxy-7-(oxiran-2-ylmethoxy)quinazoline), C(C)(C)NC(C)C (diisopropylamine). The solvent is CN(C)C=O (DMF). Reaction conditions: temperature 70 celsius, time 19 hour. The product is O[C@@H](COC1=C(C=C2C(=NC=NC2=C1)OC=1C=C2C=CNC2=CC1)OC)CN(C(C)C)C(C)C ((2R)-7-(2-hydroxy-3-((N,N-diisopropyl)amino)propoxy)-4-(indol-5-yloxy)-6-methoxyquinazoline). Isolated yield 89.0%. Reaction SMILES: [NH:1]1[C:9]2[C:4](=[CH:5][C:6]([O:10][C:11]3[C:20]4[C:15](=[CH:16][C:17]([O:23][CH2:24][C@H:25]5[CH2:27][O:26]5)=[C:18]([O:21][CH3:22])[CH:19]=4)[N:14]=[CH:13][N:12]=3)=[CH:7][CH:8]=2)[CH:3]=[CH:2]1.[CH:28]([NH:31][CH:32]([CH3:34])[CH3:33])([CH3:30])[CH3:29]>CN(C=O)C>[OH:26][C@H:25]([CH2:27][N:31]([CH:32]([CH3:34])[CH3:33])[CH:28]([CH3:30])[CH3:29])[CH2:24][O:23][C:17]1[CH:16]=[C:15]2[C:20]([C:11]([O:10][C:6]3[CH:5]=[C:4]4[C:9](=[CH:8][CH:7]=3)[NH:1][CH:2]=[CH:3]4)=[N:12][CH:13]=[N:14]2)=[CH:19][C:18]=1[O:21][CH3:22]. Procedure details: A mixture of (2R)-4-(indol-5-yloxy)-6-methoxy-7-(oxiran-2-ylmethoxy)quinazoline (300 mg, 0.83 mmol), (prepared as described for the starting material in Example 292), and diisopropylamine (1.35 ml, 9.7 mmol) in DMF (5 ml) was stirred at 70° C. for 19 hours under an atmosphere of nitrogen then allowed to cool to ambient temperature. The solvents were removed in vacuo and the residue purified on silica gel using gradient elution with dichloromethane, dichloromethane/methanol (95/5), dichloromethan...